Dataset: the Open Reaction Database (ORD), a public repository of structured organic reaction records. Task: describe an organic reaction: reactants, conditions, products, and yield Starting materials: BrC=1C=2N(C=CC1)C(=C(N2)C2CC2)CC2=CC1=C(/C(/C3=C(OC1)C=C(C=C3)F)=C(\C#N)/C)C=C2 ((E)-2-{8-[(8-bromo-2-cyclopropylimidazo[1,2-a]pyridin-3-yl)methyl]-3-fluorodibenzo[b,e]oxepin-11(6H)-ylidene}propanenitrile), C(C)(C)(C)P(C1=C(C=CC=C1)C1=CC=CC=C1)C(C)(C)C (2-(di-tert-butylphosphino)biphenyl), CC(C)([O-])C.[Na+] (sodium tert-butoxide), CNC.C1CCOC1 (dimethylamine THF). Reagents/catalysts: C=1C=CC(=CC1)/C=C/C(=O)/C=C/C2=CC=CC=C2.C=1C=CC(=CC1)/C=C/C(=O)/C=C/C2=CC=CC=C2.C=1C=CC(=CC1)/C=C/C(=O)/C=C/C2=CC=CC=C2.[Pd].[Pd] (Pd2(dba)3). The solvent is C1(=CC=CC=C1)C (toluene). Conditions: temperature 120 celsius. Product: C1(CC1)C=1N=C2N(C=CC=C2N(C)C)C1CC1=CC2=C(/C(/C3=C(OC2)C=C(C=C3)F)=C(\C#N)/C)C=C1 ((E)-2-(8-{[2-cyclopropyl-8-(dimethylamino)imidazo[1,2-a]pyridin-3-yl]methyl}-3-fluorodibenzo[b,e]oxepin-11(6H)-ylidene)propanenitrile). Isolated yield 30.3%. Reaction SMILES: Br[C:2]1[C:3]2[N:4]([C:8]([CH2:14][C:15]3[CH:34]=[CH:33][C:18]4/[C:19](=[C:29](/[CH3:32])\[C:30]#[N:31])/[C:20]5[CH:27]=[CH:26][C:25]([F:28])=[CH:24][C:21]=5[O:22][CH2:23][C:17]=4[CH:16]=3)=[C:9]([CH:11]3[CH2:13][CH2:12]3)[N:10]=2)[CH:5]=[CH:6][CH:7]=1.C(P(C(C)(C)C)C1C=CC=CC=1C1C=CC=CC=1)(C)(C)C.CC(C)([O-])C.[Na+].[CH3:62][NH:63][CH3:64].C1COCC1>C1(C)C=CC=CC=1.C1C=CC(/C=C/C(/C=C/C2C=CC=CC=2)=O)=CC=1.C1C=CC(/C=C/C(/C=C/C2C=CC=CC=2)=O)=CC=1.C1C=CC(/C=C/C(/C=C/C2C=CC=CC=2)=O)=CC=1.[Pd].[Pd]>[CH:11]1([C:9]2[N:10]=[C:3]3[C:2]([N:63]([CH3:64])[CH3:62])=[CH:7][CH:6]=[CH:5][N:4]3[C:8]=2[CH2:14][C:15]2[CH:34]=[CH:33][C:18]3/[C:19](=[C:29](/[CH3:32])\[C:30]#[N:31])/[C:20]4[CH:27]=[CH:26][C:25]([F:28])=[CH:24][C:21]=4[O:22][CH2:23][C:17]=3[CH:16]=2)[CH2:13][CH2:12]1 |f:2.3,4.5,7.8.9.10.11|. Reported procedure: (E)-2-{8-[(8-bromo-2-cyclopropylimidazo[1,2-a]pyridin-3-yl)methyl]-3-fluorodibenzo[b,e]oxepin-11(6H)-ylidene}propanenitrile (0.36 g, 0.69 mmol) obtained in Reference Example 14C, step 4 was dissolved in toluene (14 mL), Pd2(dba)3 (0.13 g, 0.14 mmol), 2-(di-tert-butylphosphino)biphenyl (0.04 g, 0.14 mmol), sodium tert-butoxide (0.13 g, 1.4 mmol) and 2 mol/L dimethylamine THF solution (4.5 mL, 9.0 mmol) were added, and the mixture was stirred with heating at 120° C. for 2.5 hr in an Emrys Optimize... Reaction SMILES: [Br:1][c:2]1[cH:3][c:4]([NH:17][S:18](=[O:19])(=[O:20])[CH3:21])[cH:5][c:6]([C:8](=[O:9])[c:10]2[cH:11][c:12]([Cl:16])[n:13][cH:14][cH:15]2)[cH:7]1.[CH3:22][O-:23].[CH3:25][OH:26].[Na+:24]>>[Br:1][c:2]1[cH:3][c:4]([NH:17][S:18](=[O:19])(=[O:20])[CH3:21])[cH:5][c:6]([C:8](=[O:9])[c:10]2[cH:11][c:12]([O:23][CH3:22])[n:13][cH:14][cH:15]2)[cH:7]1. The product is COc1cc(C(=O)c2cc(Br)cc(NS(C)(=O)=O)c2)ccn1. Reactants: CS(=O)(=O)Nc1cc(Br)cc(C(=O)c2ccnc(Cl)c2)c1, C[O-], CO, [Na+]. The reactants are C(C)OC(=O)COC1CCCN(C2=C1C=CC=C2)C(C2=CC=C(C=C2)NC(C2=C(C=C(C=C2)Cl)Cl)=O)=O (5-Ethoxycarbonylmethoxy-1-[4-(2,4-dichlorobenzoylamino)benzoyl]-2,3,4,5-tetrahydro-1H-benzazepine), [OH-].[Na+] (sodium hydroxide). Run in C(C)O (ethanol). Run at time 2 hour. Product: C(=O)(O)COC1CCCN(C2=C1C=CC=C2)C(C2=CC=C(C=C2)NC(C2=C(C=C(C=C2)Cl)Cl)=O)=O (5-carboxymethoxy-1-[4-(2,4-dichlorobenzoylamino)benzoyl]-2,3,4,5-tetrahydro-1H-benzazepine). The yield is 88.6%. As a reaction SMILES: C([O:3][C:4]([CH2:6][O:7][CH:8]1[C:14]2[CH:15]=[CH:16][CH:17]=[CH:18][C:13]=2[N:12]([C:19](=[O:37])[C:20]2[CH:25]=[CH:24][C:23]([NH:26][C:27](=[O:36])[C:28]3[CH:33]=[CH:32][C:31]([Cl:34])=[CH:30][C:29]=3[Cl:35])=[CH:22][CH:21]=2)[CH2:11][CH2:10][CH2:9]1)=[O:5])C.[OH-].[Na+]>C(O)C>[C:4]([CH2:6][O:7][CH:8]1[C:14]2[CH:15]=[CH:16][CH:17]=[CH:18][C:13]=2[N:12]([C:19](=[O:37])[C:20]2[CH:21]=[CH:22][C:23]([NH:26][C:27](=[O:36])[C:28]3[CH:33]=[CH:32][C:31]([Cl:34])=[CH:30][C:29]=3[Cl:35])=[CH:24][CH:25]=2)[CH2:11][CH2:10][CH2:9]1)([OH:5])=[O:3] |f:1.2|. Procedure: 5-Ethoxycarbonylmethoxy-1-[4-(2,4-dichlorobenzoylamino)benzoyl]-2,3,4,5-tetrahydro-1H-benzazepine (0.94 g) is dissolved in ethanol (100 ml) and thereto is added 5N aqueous sodium hydroxide solution (0.50 ml). The mixture is stirred at room temperature for 2 hours. The reaction solution is concentrated under reduced pressure and to the resulting residue is added diluted hydrochloric acid and then extracted with dichloromethane. The extract is dried over magnesium sulfate and the solvent is distil... Reactants: OCCCC1=CC=C(C=C1)CC=1C(=NNC1C(F)(F)F)O[C@H]1[C@H](OC(C)=O)[C@@H](OC(C)=O)[C@H](OC(C)=O)[C@H](O1)COC(C)=O (4-{[4-(3-hydroxypropyl)phenyl]methyl}-5-trifluoromethyl-3-(2,3,4,6-tetra-O-acetyl-β-D-glucopyranosyloxy)-1H-pyrazole), C[O-].[Na+] (sodium methoxide). Solvent: CO (methanol). Run at time 30 minute. Yields the product [C@@H]1([C@H](O)[C@@H](O)[C@H](O)[C@H](O1)CO)OC1=NNC(=C1CC1=CC=C(C=C1)CCCO)C(F)(F)F (3-(β-D-glucopyranosyloxy)-4-{[4-(3-hydroxypropyl)phenyl]methyl}-5-trifluoromethyl-1H-pyrazole). Yield: 51.5%. Reaction SMILES: [OH:1][CH2:2][CH2:3][CH2:4][C:5]1[CH:10]=[CH:9][C:8]([CH2:11][C:12]2[C:13]([O:21][C@@H:22]3[O:39][C@H:38]([CH2:40][O:41]C(=O)C)[C@@H:33]([O:34]C(=O)C)[C@H:28]([O:29]C(=O)C)[C@H:23]3[O:24]C(=O)C)=[N:14][NH:15][C:16]=2[C:17]([F:20])([F:19])[F:18])=[CH:7][CH:6]=1.C[O-].[Na+]>CO>[C@@H:22]1([O:21][C:13]2[C:12]([CH2:11][C:8]3[CH:7]=[CH:6][C:5]([CH2:4][CH2:3][CH2:2][OH:1])=[CH:10][CH:9]=3)=[C:16]([C:17]([F:20])([F:19])[F:18])[NH:15][N:14]=2)[O:39][C@H:38]([CH2:40][OH:41])[C@@H:33]([OH:34])[C@H:28]([OH:29])[C@H:23]1[OH:24] |f:1.2|. Reported procedure: To a solution of 4-{[4-(3-hydroxypropyl)phenyl]methyl}-5-trifluoromethyl-3-(2,3,4,6-tetra-O-acetyl-β-D-glucopyranosyloxy)-1H-pyrazole (0.45 g) in methanol (7 mL) was added sodium methoxide (28% methanol solution, 0.068 mL), and the mixture was stirred at room temperature for 30 minutes. The reaction mixture was concentrated under reduced pressure, and the residue was purified by column chromatography on silica gel (eluent: dichloromethane/methanol=6/1) to give 3-(β-D-glucopyranosyloxy)-4-{[4-(3-... Reactants: CSc1sc(C(=N)NC(=O)OC(C)(C)C)cc1S(=O)(=O)c1cc(Br)c2ncn(C(=O)OC(C)(C)C)c2c1, O=C([O-])[O-], CO, [Na+], [Na+]. Yields the product CSc1sc(C(=N)NC(=O)OC(C)(C)C)cc1S(=O)(=O)c1cc(Br)c2nc[nH]c2c1. As a reaction SMILES: [C:1]([O:2][C:3](=[O:4])[n:8]1[cH:9][n:10][c:11]2[c:12]1[cH:13][c:14]([S:18](=[O:19])(=[O:20])[c:21]1[c:22]([S:36][CH3:37])[s:23][c:24]([C:26](=[NH:27])[NH:28][C:29](=[O:30])[O:31][C:32]([CH3:33])([CH3:34])[CH3:35])[cH:25]1)[cH:15][c:16]2[Br:17])([CH3:5])([CH3:6])[CH3:7].[C:38](=[O:39])([O-:40])[O-:41].[CH3:44][OH:45].[Na+:42].[Na+:43]>>[nH:8]1[cH:9][n:10][c:11]2[c:12]1[cH:13][c:14]([S:18](=[O:19])(=[O:20])[c:21]1[c:22]([S:36][CH3:37])[s:23][c:24]([C:26](=[NH:27])[NH:28][C:29](=[O:30])[O:31][C:32]([CH3:33])([CH3:34])[CH3:35])[cH:25]1)[cH:15][c:16]2[Br:17]. Reactants: Cl (hydrochloric acid), N1N=NN=C1C1=C(C=CC=C1)O (2-(1H-Tetrazol-5-yl)phenol), ice water, C(C(C)(C)C)(=O)Cl (pivaloyl chloride). Solvent: N1=CC=CC=C1 (pyridine). Reaction conditions: time 15 hour. Yields the product C(C(C)(C)C)(=O)OC1=C(C=CC=C1)C1=NN=NN1 (2-(1H-Tetrazol-5-yl)phenyl pivalate). As a reaction SMILES: [NH:1]1[C:5]([C:6]2[CH:11]=[CH:10][CH:9]=[CH:8][C:7]=2[OH:12])=[N:4][N:3]=[N:2]1.[C:13](Cl)(=[O:18])[C:14]([CH3:17])([CH3:16])[CH3:15].Cl>N1C=CC=CC=1>[C:13]([O:12][C:7]1[CH:8]=[CH:9][CH:10]=[CH:11][C:6]=1[C:5]1[NH:1][N:2]=[N:3][N:4]=1)(=[O:18])[C:14]([CH3:17])([CH3:16])[CH3:15]. Procedure details: 2-(1H-Tetrazol-5-yl)phenol (4.86 g) was dissolved in pyridine (20 ml), and pivaloyl chloride (7.2 g) was added to the solution at room temperature. After being stirred for 15 h, the mixture was poured into ice water and acidified with dilute hydrochloric acid. The resulting crystals were collected by filtration and dried to give the title compound. Starting materials: CC1=CNC2=CC(=CC=C12)OCC1=C(N=C(S1)C1=CC=C(C=C1)C(F)(F)F)C (3-methyl-6-[4-methyl-2-(4-trifluoromethyl-phenyl)-thiazol-5-ylmethoxy]-1H-indole), BrCC(=O)OC(C)(C)C (tert-butyl bromoacetate), [H-].[Na+] (sodium hydride). Yields the product C(C)(C)(C)OC(CN1C=C(C2=CC=C(C=C12)OCC1=C(N=C(S1)C1=CC=C(C=C1)C(F)(F)F)C)C)=O ({3-methyl-6-[4-methyl-2-(4-trifluoromethyl-phenyl)-thiazol-5-ylmethoxy]-indol-1-yl}-acetic acid tert-butyl ester). Reaction SMILES: [CH3:1][C:2]1[C:10]2[C:5](=[CH:6][C:7]([O:11][CH2:12][C:13]3[S:17][C:16]([C:18]4[CH:23]=[CH:22][C:21]([C:24]([F:27])([F:26])[F:25])=[CH:20][CH:19]=4)=[N:15][C:14]=3[CH3:28])=[CH:8][CH:9]=2)[NH:4][CH:3]=1.Br[CH2:30][C:31]([O:33][C:34]([CH3:37])([CH3:36])[CH3:35])=[O:32].[H-].[Na+]>>[C:34]([O:33][C:31](=[O:32])[CH2:30][N:4]1[C:5]2[C:10](=[CH:9][CH:8]=[C:7]([O:11][CH2:12][C:13]3[S:17][C:16]([C:18]4[CH:19]=[CH:20][C:21]([C:24]([F:25])([F:27])[F:26])=[CH:22][CH:23]=4)=[N:15][C:14]=3[CH3:28])[CH:6]=2)[C:2]([CH3:1])=[CH:3]1)([CH3:37])([CH3:36])[CH3:35] |f:2.3|. Procedure: In analogy to the procedure described in example 27 f], 3-methyl-6-[4-methyl-2-(4-trifluoromethyl-phenyl)-thiazol-5-ylmethoxy]-1H-indole was reacted with tert-butyl bromoacetate in the presence of sodium hydride to obtain {3-methyl-6-[4-methyl-2-(4-trifluoromethyl-phenyl)-thiazol-5-ylmethoxy]-indol-1-yl}-acetic acid tert-butyl ester as brown oil. Reactants: CSc1ccc(C(=O)O)cc1, NC1C2CC3CC1CN(C3)C2. Product: CSc1ccc(C(=O)NC2C3CC4CC2CN(C4)C3)cc1. RXN SMILES: [CH3:12][S:13][c:14]1[cH:15][cH:16][c:17]([C:18](=[O:19])[OH:20])[cH:21][cH:22]1.[N:1]12[CH2:2][CH:3]3[CH:4]([NH2:11])[CH:5]([CH2:6][CH:7]([CH2:8]1)[CH2:9]3)[CH2:10]2>>[N:1]12[CH2:2][CH:3]3[CH:4]([NH:11][C:18]([c:17]4[cH:16][cH:15][c:14]([S:13][CH3:12])[cH:22][cH:21]4)=[O:19])[CH:5]([CH2:6][CH:7]([CH2:8]1)[CH2:9]3)[CH2:10]2. Reaction SMILES: [CH3:28][N:29]1[CH2:30][CH2:31][O:32][CH2:33][CH2:34]1.[CH3:35][N:36]([CH3:37])[CH:38]=[O:39].[NH2:18][c:19]1[cH:20][c:21]2[cH:22][n:23][nH:24][c:25]2[cH:26][cH:27]1.[O:1]1[CH2:2][CH2:3][CH:4]([CH2:7][NH:8][c:9]2[c:10]([C:11](=[O:12])[OH:13])[cH:14][cH:15][cH:16][cH:17]2)[CH2:5][CH2:6]1>>[O:1]1[CH2:2][CH2:3][CH:4]([CH2:7][NH:8][c:9]2[c:10]([C:11](=[O:13])[NH:18][c:19]3[cH:20][c:21]4[cH:22][n:23][nH:24][c:25]4[cH:26][cH:27]3)[cH:14][cH:15][cH:16][cH:17]2)[CH2:5][CH2:6]1. Starting materials: CN1CCOCC1, CN(C)C=O, Nc1ccc2[nH]ncc2c1, O=C(O)c1ccccc1NCC1CCOCC1. Yields the product O=C(Nc1ccc2[nH]ncc2c1)c1ccccc1NCC1CCOCC1. The reactants are OC1Cc2ccc(Br)c3cccc1c23, C1CCOC1, CCOCC, CC(C)(C)[Si](Cl)(c1ccccc1)c1ccccc1, c1c[nH]cn1. Yields the product CC(C)(C)[Si](OC1Cc2ccc(Br)c3cccc1c23)(c1ccccc1)c1ccccc1. Reaction SMILES: [Br:1][c:2]1[cH:3][cH:4][c:5]2[c:13]3[c:8]([cH:9][cH:10][cH:11][c:12]13)[CH:7]([OH:14])[CH2:6]2.[CH2:38]1[O:39][CH2:40][CH2:41][CH2:42]1.[CH3:43][CH2:44][O:45][CH2:46][CH3:47].[Cl:15][Si:16]([c:17]1[cH:18][cH:19][cH:20][cH:21][cH:22]1)([c:23]1[cH:24][cH:25][cH:26][cH:27][cH:28]1)[C:29]([CH3:30])([CH3:31])[CH3:32].[nH:33]1[cH:34][cH:35][n:36][cH:37]1>>[Br:1][c:2]1[cH:3][cH:4][c:5]2[c:13]3[c:8]([cH:9][cH:10][cH:11][c:12]13)[CH:7]([O:14][Si:16]([c:17]1[cH:18][cH:19][cH:20][cH:21][cH:22]1)([c:23]1[cH:24][cH:25][cH:26][cH:27][cH:28]1)[C:29]([CH3:30])([CH3:31])[CH3:32])[CH2:6]2.